This data is from the Open Reaction Database (ORD), a public repository of structured organic reaction records. The task is: describe an organic reaction: reactants, conditions, products, and yield Reactants: ClC=1C=C(C=NC1)O (5-chloro-3-hydroxypyridine), [H-].[Na+] (NaH), FC1=CC(=CC=C1)[N+](=O)[O-] (1-fluoro-3-nitrobenzene). Run in CS(=O)C (DMSO). Run at temperature 120 celsius. Product: ClC=1C=NC=C(C1)OC1=CC(=CC=C1)[N+](=O)[O-] (3-chloro-5-(3-nitrophenoxy)pyridine). Yield: 22.8%. As a reaction SMILES: [Cl:1][C:2]1[CH:3]=[C:4]([OH:8])[CH:5]=[N:6][CH:7]=1.[H-].[Na+].F[C:12]1[CH:17]=[CH:16][CH:15]=[C:14]([N+:18]([O-:20])=[O:19])[CH:13]=1>CS(C)=O>[Cl:1][C:2]1[CH:7]=[N:6][CH:5]=[C:4]([O:8][C:12]2[CH:17]=[CH:16][CH:15]=[C:14]([N+:18]([O-:20])=[O:19])[CH:13]=2)[CH:3]=1 |f:1.2|. Procedure details: A solution of 5-chloro-3-hydroxypyridine (0.45 g, 3.5 mmol) and NaH (0.15 g of 60% dispersion, 3.83 mmol) in DMSO (10 mL) was stirred at RT for 30 min and then treated with 1-fluoro-3-nitrobenzene (0.69 g, 4.9 mmol). The mixture was heated at 120° C. for 24 h, cooled to RT, quenched with satd. NH4Cl (50 mL), and extracted with EtOAc (3×25 mL). The combined organic extracts were washed with brine, dried (Na2SO4) and concentrated to yield a crude residue which was purified via column chromatograph... Starting materials: FC1=C(C(=O)N)C=CC(=C1)[C@@H]1OC[C@H](OC1)CCCCC (trans-2-fluoro-4-(5-pentyl-1,4-dioxan-2-yl)-benzamide), O=P(Cl)(Cl)Cl (POCl3), acid chloride, N (NH3). Run in CN(C)C=O (DMF). The product is FC1=C(C#N)C=CC(=C1)[C@@H]1OC[C@H](OC1)CCCCC (trans-2-fluoro-4-(5-pentyl-1,4-dioxan-2-yl)-benzonitrile). Reaction SMILES: [F:1][C:2]1[CH:10]=[C:9]([C@H:11]2[CH2:16][O:15][C@H:14]([CH2:17][CH2:18][CH2:19][CH2:20][CH3:21])[CH2:13][O:12]2)[CH:8]=[CH:7][C:3]=1[C:4]([NH2:6])=O.N.O=P(Cl)(Cl)Cl>CN(C=O)C>[F:1][C:2]1[CH:10]=[C:9]([C@H:11]2[CH2:16][O:15][C@H:14]([CH2:17][CH2:18][CH2:19][CH2:20][CH3:21])[CH2:13][O:12]2)[CH:8]=[CH:7][C:3]=1[C:4]#[N:6]. Procedure: A solution of 29.5 g. trans-2-fluoro-4-(5-pentyl-1,4-dioxan-2-yl)-benzamide (obtainable from the acid chloride and NH3) in 500 ml. DMF is mixed dropwise at 50°, while stirring, with 65 g. POCl3. After a further one hour stirring, one pours on to ice, works up as usual and obtains trans-2-fluoro-4-(5-pentyl-1,4-dioxan-2-yl)-benzonitrile. The reactants are C1CCOC1, CCC1(C)CCCN(Cc2ccccc2)C1=O, N. Yields the product CCC1(C)CCCNC1=O. RXN SMILES: [CH2:19]1[O:20][CH2:21][CH2:22][CH2:23]1.[CH2:1]([CH3:2])[C:3]1([CH3:17])[C:4](=[O:16])[N:5]([CH2:9][c:10]2[cH:11][cH:12][cH:13][cH:14][cH:15]2)[CH2:6][CH2:7][CH2:8]1.[NH3:18]>>[CH2:1]([CH3:2])[C:3]1([CH3:17])[C:4](=[O:16])[NH:5][CH2:6][CH2:7][CH2:8]1.